Dataset: the Open Reaction Database (ORD), a public repository of structured organic reaction records. Task: describe an organic reaction: reactants, conditions, products, and yield Starting materials: C(#N)C=1C(N(C(=C(C1C)N=NC1=CC=C(C=C1)CO)O)C)=O (3-cyano-1,4-dimethyl-6-hydroxy-5-(4-hydroxymethylphenylazo)-2-pyridone), C1(=CC=CC=C1)S(=O)(=O)Cl (benzenesulfonyl chloride). Solvent: CC(=O)N(C)C (dimethylacetamide), N1=CC=CC=C1 (pyridine). Product: C(#N)C=1C(N(C(=C(C1C)N=NC1=CC=C(C=C1)COS(=O)(=O)C1=CC=CC=C1)O)C)=O (3-cyano-1,4-dimethyl-6-hydroxy-5-(4-benzenesulfonyloxymethylphenylazo)-2-pyridone). The yield is 49.3%. As a reaction SMILES: [C:1]([C:3]1[C:4](=[O:22])[N:5]([CH3:21])[C:6]([OH:20])=[C:7]([N:10]=[N:11][C:12]2[CH:17]=[CH:16][C:15]([CH2:18][OH:19])=[CH:14][CH:13]=2)[C:8]=1[CH3:9])#[N:2].[C:23]1([S:29](Cl)(=[O:31])=[O:30])[CH:28]=[CH:27][CH:26]=[CH:25][CH:24]=1>N1C=CC=CC=1.CC(N(C)C)=O>[C:1]([C:3]1[C:4](=[O:22])[N:5]([CH3:21])[C:6]([OH:20])=[C:7]([N:10]=[N:11][C:12]2[CH:17]=[CH:16][C:15]([CH2:18][O:19][S:29]([C:23]3[CH:28]=[CH:27][CH:26]=[CH:25][CH:24]=3)(=[O:31])=[O:30])=[CH:14][CH:13]=2)[C:8]=1[CH3:9])#[N:2]. Procedure details: 14.9 g of Compound [2-a] was benzenesulfonylated in the same manner as described in Step 1-h using 12 g of benzenesulfonyl chloride in 50 ml of pyridine and 20 ml of dimethylacetamide to obtain 10.8 g of Compound [2-b]. The reactants are FC(CNC=1C=NC=CC1I)F ((2,2-difluoro-ethyl)-(4-iodo-pyridin-3-yl)-amine), FC1=CC(=C(C=C1)B(O)O)OC (4-fluoro-2-methoxyphenylboronic acid). The solvent is CCCCCCC.CCOC(=O)C (n-heptane EtOAc). The product is FC(CNC=1C=NC=CC1C1=C(C=C(C=C1)F)OC)F ((2,2-Difluoro-ethyl)-[4-(4-fluoro-2-methoxy-phenyl)-pyridin-3-yl]-amine). RXN SMILES: [F:1][CH:2]([F:12])[CH2:3][NH:4][C:5]1[CH:6]=[N:7][CH:8]=[CH:9][C:10]=1I.[F:13][C:14]1[CH:19]=[CH:18][C:17](B(O)O)=[C:16]([O:23][CH3:24])[CH:15]=1>CCCCCCC.CCOC(C)=O>[F:1][CH:2]([F:12])[CH2:3][NH:4][C:5]1[CH:6]=[N:7][CH:8]=[CH:9][C:10]=1[C:17]1[CH:18]=[CH:19][C:14]([F:13])=[CH:15][C:16]=1[O:23][CH3:24] |f:2.3|. Reported procedure: The title compound was prepared in analogy to example 72, from (2,2-difluoro-ethyl)-(4-iodo-pyridin-3-yl)-amine and 4-fluoro-2-methoxyphenylboronic acid (CAS RN 179899-07-1) and using a gradient of n-heptane:EtOAc (100:0 to 50:50) for the chromatographic purification. Light brown solid (78%). MS (ESI): m/z=283.18 [M+H]+. Starting materials: E1, ClC=1C=C2N(C(N1)=O)CCN2C(=O)OC(C)(C)C (tert-butyl 7-chloro-5-oxo-2,3-dihydroimidazo[1,2-c]pyrimidine-1(5H)-carboxylate), [H-].[Na+] (NaH), ClC=1C=C(OC2=C(C=C(C=C2)CO)F)C=CC1Cl ((4-(3,4-dichlorophenoxy)-3-fluorophenyl)methanol). Product: ClC=1C=C(OC2=C(C=C(COC=3C=C4N(C(N3)=O)CCN4C(=O)OC(C)(C)C)C=C2)F)C=CC1Cl (tert-butyl 7-((4-(3,4-dichlorophenoxy)-3-fluorobenzyl)oxy)-5-oxo-2,3-dihydroimidazo[1,2-c]pyrimidine-1(5H)-carboxylate). As a reaction SMILES: [H-].[Na+].[Cl:3][C:4]1[CH:5]=[C:6]([CH:17]=[CH:18][C:19]=1[Cl:20])[O:7][C:8]1[CH:13]=[CH:12][C:11]([CH2:14][OH:15])=[CH:10][C:9]=1[F:16].Cl[C:22]1[CH:23]=[C:24]2[N:31]([C:32]([O:34][C:35]([CH3:38])([CH3:37])[CH3:36])=[O:33])[CH2:30][CH2:29][N:25]2[C:26](=[O:28])[N:27]=1>>[Cl:3][C:4]1[CH:5]=[C:6]([CH:17]=[CH:18][C:19]=1[Cl:20])[O:7][C:8]1[CH:13]=[CH:12][C:11]([CH2:14][O:15][C:22]2[CH:23]=[C:24]3[N:31]([C:32]([O:34][C:35]([CH3:38])([CH3:37])[CH3:36])=[O:33])[CH2:30][CH2:29][N:25]3[C:26](=[O:28])[N:27]=2)=[CH:10][C:9]=1[F:16] |f:0.1|. Procedure details: The title compound was prepared by a procedure similar to that described for E1 starting from NaH, (4-(3,4-dichlorophenoxy)-3-fluorophenyl)methanol and tert-butyl 7-chloro-5-oxo-2,3-dihydroimidazo[1,2-c]pyrimidine-1(5H)-carboxylate. The reactants are CC(CCC=C(C)C)C=C (dihydromyrcene), C(C)(=O)O (acetic acid). Yields the product CC(CCCC(C)(C)OC(=O)C)C=C (dihydromyrcenyl acetate). Reaction SMILES: [CH3:1][CH:2]([CH:9]=[CH2:10])[CH2:3][CH2:4][CH:5]=[C:6]([CH3:8])[CH3:7].[C:11]([OH:14])(=[O:13])[CH3:12]>>[CH3:1][CH:2]([CH:9]=[CH2:10])[CH2:3][CH2:4][CH2:5][C:6]([O:14][C:11]([CH3:12])=[O:13])([CH3:8])[CH3:7]. Procedure details: A process according to claim 8, wherein dihydromyrcene is reacted with acetic acid to produce dihydromyrcenyl acetate, which is then reacted with 4-tertiarybutylcyclohexanol to produce dihydromyrcenol and 4-tertiarybutylcyclohexyl acetate. The reactants are FC1=CC=C(C=C1)C1CC(C=2C(=CC=NC2C1)C)=O (7-(4-fluorophenyl)-4-methyl-5,6,7,8-tetrahydroquinolin-5-one), C(=N)(N)NN.Cl (aminoguanidine hydrochloride), Cl (hydrochloric acid), O (water). Solvent: C(C)O (ethanol). Product: Cl.FC1=CC=C(C=C1)C1CC(C=2C(=CC=NC2C1)C)=NNC(=N)N (7-(4-fluorophenyl)-5-guanidinoimino-4-methyl-5,6,7,8-tetrahydroquinoline hydrochloride). The yield is 62.4%. Reaction SMILES: [F:1][C:2]1[CH:7]=[CH:6][C:5]([CH:8]2[CH2:17][C:16]3[N:15]=[CH:14][CH:13]=[C:12]([CH3:18])[C:11]=3[C:10](=O)[CH2:9]2)=[CH:4][CH:3]=1.[C:20]([NH:23][NH2:24])([NH2:22])=[NH:21].[ClH:25].Cl.O>C(O)C>[ClH:25].[F:1][C:2]1[CH:7]=[CH:6][C:5]([CH:8]2[CH2:17][C:16]3[N:15]=[CH:14][CH:13]=[C:12]([CH3:18])[C:11]=3[C:10](=[N:24][NH:23][C:20]([NH2:22])=[NH:21])[CH2:9]2)=[CH:4][CH:3]=1 |f:1.2,6.7|. Procedure: A mixture of 7-(4-fluorophenyl)-4-methyl-5,6,7,8-tetrahydroquinolin-5-one (0.2 g), aminoguanidine hydrochloride (0.091 g), concentrated hydrochloric acid (0.2 ml), water (0.2 ml) and ethanol (30 ml) was refluxed for 5 hours. Under reduced pressure, the solvent was evaporated, and the residue was dissolved in water. The solution was washed with ethyl acetate. Under reduced pressure, the solvent was evaporated, and the residue was recrystallized from ethanol-ethyl acetate and then recrystallized f... Reactants: FC1=CC(=C(N)C=C1)C (4-fluoro-2-methylaniline), CC=1C(=NC(=NC1CC)Cl)N1CC2=CC=CC=C2CC1 (5-methyl-6-ethyl-4-(1,2,3,4-tetrahydroisoquinolin-2-yl)-2-chloropyrimidine), CN(C=O)C (dimethylformamide). The product is Cl.CC=1C(=NC(=NC1CC)NC1=C(C=C(C=C1)F)C)N1C(C2=CC=CC=C2CC1)C (5-Methyl-6-ethyl-2-(2-methyl-4-fluorophenylamino)-4-(1-methyl-1,2,3,4-tetrahydroisoquinolin-2-yl)pyrimidine hydrochloride). Yield: 22.1%. RXN SMILES: [F:1][C:2]1[CH:8]=[CH:7][C:5]([NH2:6])=[C:4]([CH3:9])[CH:3]=1.[CH3:10][C:11]1[C:12]([N:20]2[CH2:29][CH2:28][C:27]3[C:22](=[CH:23][CH:24]=[CH:25][CH:26]=3)[CH2:21]2)=[N:13][C:14]([Cl:19])=[N:15][C:16]=1[CH2:17][CH3:18].[CH3:30]N(C)C=O>>[ClH:19].[CH3:10][C:11]1[C:12]([N:20]2[CH2:29][CH2:28][C:27]3[C:22](=[CH:23][CH:24]=[CH:25][CH:26]=3)[CH:21]2[CH3:30])=[N:13][C:14]([NH:6][C:5]2[CH:7]=[CH:8][C:2]([F:1])=[CH:3][C:4]=2[CH3:9])=[N:15][C:16]=1[CH2:17][CH3:18] |f:3.4|. Procedure details: After 4-fluoro-2-methylaniline(0.55 ml, 4.95 mmol) was added to a mixture solution of 5-methyl-6-ethyl-4-(1,2,3,4-tetrahydroisoquinolin-2-yl)-2-chloropyrimidine(0.80 g, 2.65 mmol) and dimethylformamide (5 ml), 0.25 g of the titled compound was obtained in accordance with the same procedure as in Step 2 of Example 1. Starting materials: NC=1NC2=C(N1)C=CC(=C2)CC2=CC=CC=C2 (2-amino-5-benzylbenzimidazole), ICSC1=CC(=CC(=C1)CC)CC (3,5-diethylphenyl iodomethyl sulfide). RXN SMILES: [NH2:1][C:2]1[NH:3][C:4]2[CH:10]=[C:9]([CH2:11][C:12]3[CH:17]=[CH:16][CH:15]=[CH:14][CH:13]=3)[CH:8]=[CH:7][C:5]=2[N:6]=1.[I:18][CH2:19][S:20][C:21]1[CH:26]=[C:25]([CH2:27][CH3:28])[CH:24]=[C:23]([CH2:29][CH3:30])[CH:22]=1>>[I-:18].[NH2:1][C:2]1[N:6]([CH2:19][S:20][C:21]2[CH:26]=[C:25]([CH2:27][CH3:28])[CH:24]=[C:23]([CH2:29][CH3:30])[CH:22]=2)[C:5]2[CH:7]=[CH:8][C:9]([CH2:11][C:12]3[CH:13]=[CH:14][CH:15]=[CH:16][CH:17]=3)=[CH:10][C:4]=2[N+:3]=1[CH2:19][S:20][C:21]1[CH:26]=[C:25]([CH2:27][CH3:28])[CH:24]=[C:23]([CH2:29][CH3:30])[CH:22]=1 |f:2.3|. Procedure details: Following the procedure of Example 2 and replacing 2-aminobenzimidazole with 2-amino-5-benzylbenzimidazole and replacing 2-bromo-4-chlorophenyl chloromethyl ether with 3,5-diethylphenyl iodomethyl sulfide, the title compound is obtained. Product: [I-].NC1=[N+](C2=C(N1CSC1=CC(=CC(=C1)CC)CC)C=CC(=C2)CC2=CC=CC=C2)CSC2=CC(=CC(=C2)CC)CC (2-Amino-5-benzyl-1,3-bis[(3,5-diethylphenylthio)methyl]-1H-benzimidazol-3-ium iodide). Reactants: CC1=CC=C(C=C1)C1=CC=C2CCC(=CC2=C1)C(=O)O (7-(4-methylphenyl)-3,4-dihydro-naphthalene-2-carboxylic acid), C1CCOC1 (THF), C(C(=O)Cl)(=O)Cl (oxalyl chloride), CN(C)C=O (DMF). Conditions: time 19 hour. The product is OCC1=CC=C(C=C1)NC(=O)C1=CC2=CC(=CC=C2CC1)C1=CC=C(C=C1)C (N-[4-(hydroxy-methyl)phenyl]-7-(4-methylphenyl)-3,4dihydro-naphthalene-2-carboxamide). As a reaction SMILES: [CH3:1][C:2]1[CH:7]=[CH:6][C:5]([C:8]2[CH:17]=[C:16]3[C:11]([CH2:12][CH2:13][C:14](C(O)=O)=[CH:15]3)=[CH:10][CH:9]=2)=[CH:4][CH:3]=1.[C:21](Cl)(=O)[C:22](Cl)=O.[CH3:27][N:28]([CH:30]=[O:31])C.[CH2:32]1[CH2:36][O:35][CH2:34][CH2:33]1>>[OH:35][CH2:34][C:33]1[CH:32]=[CH:36][C:27]([NH:28][C:30]([C:14]2[CH2:13][CH2:12][C:11]3[C:16](=[CH:17][C:8]([C:5]4[CH:6]=[CH:7][C:2]([CH3:1])=[CH:3][CH:4]=4)=[CH:9][CH:10]=3)[CH:15]=2)=[O:31])=[CH:22][CH:21]=1. Reported procedure: In THF (60 ml) was dissolved 7-(4-methylphenyl)-3,4-dihydro-naphthalene-2-carboxylic acid (4.02 g). To the solution were added oxalyl chloride (1.99 ml) and a drop of DMF, and the mixture was stirred at room temperature for 1 hour and concentrated under reduced pressure. The residue was dissolved in THF (30 ml), and to the mixture was dropwise added a solution of 4-amino-benzyloxy-tert-butyldimethylsilane (3.97 g) and triethylamine (2.56 ml) in THF (30 ml) at room temperature. The reaction mixtu... Solvent: C(C)(=O)O (acetic acid), C(Cl)(Cl)Cl (chloroform). Isolated yield 69.5%. Reaction SMILES: [NH2:1][CH:2]1[CH2:7][CH2:6][N:5]([CH2:8][CH2:9][N:10]2[C:19]3[C:14](=[CH:15][CH:16]=[C:17]([O:20][CH3:21])[CH:18]=3)[N:13]=[CH:12][C:11]2=[O:22])[CH2:4][CH2:3]1.[F:23][C:24]1[CH:25]=[C:26]([CH:29]=[CH:30][C:31]=1[CH3:32])[CH:27]=O.C(O[BH-](OC(=O)C)OC(=O)C)(=O)C.[Na+].C(=O)([O-])O.[Na+]>C(O)(=O)C.C(Cl)(Cl)Cl>[F:23][C:24]1[CH:25]=[C:26]([CH:29]=[CH:30][C:31]=1[CH3:32])[CH2:27][NH:1][CH:2]1[CH2:3][CH2:4][N:5]([CH2:8][CH2:9][N:10]2[C:19]3[C:14](=[CH:15][CH:16]=[C:17]([O:20][CH3:21])[CH:18]=3)[N:13]=[CH:12][C:11]2=[O:22])[CH2:6][CH2:7]1 |f:2.3,4.5|. Run at time 1 hour. Procedure: To 10 mL of a chloroform solution containing 500 mg of 1-(2-(4-aminopiperidin-1-yl)ethyl)-7-methoxyquinoxalin-2(1H)-one and 206 mg of 3-fluoro-4-methylbenzaldehyde, 100 mg of acetic acid were added, and stirred at room temperature for 1 hour. To the reaction mixture, 526 mg of sodium triacetoxyborohydride was added, and stirred for 15 hours. Aqueous saturated sodium hydrogen carbonate solution was added, the organic layer was separated. The organic layer was washed with aqueous saturated sodium ... The product is FC=1C=C(CNC2CCN(CC2)CCN2C(C=NC3=CC=C(C=C23)OC)=O)C=CC1C (1-(2-(4-(3-fluoro-4-methylbenzylamino)piperidin-1-yl)ethyl)-7-methoxyquinoxalin-2(1H)-one). The reactants are NC1CCN(CC1)CCN1C(C=NC2=CC=C(C=C12)OC)=O (1-(2-(4-aminopiperidin-1-yl)ethyl)-7-methoxyquinoxalin-2(1H)-one), FC=1C=C(C=O)C=CC1C (3-fluoro-4-methylbenzaldehyde), C(O)([O-])=O.[Na+] (sodium hydrogen carbonate), C(C)(=O)O[BH-](OC(C)=O)OC(C)=O.[Na+] (sodium triacetoxyborohydride).